This data is from the Open Reaction Database (ORD), a public repository of structured organic reaction records. The task is: describe an organic reaction: reactants, conditions, products, and yield Reactants: ClCCOC1=NN(C(=C1)C)C1=CC(=C(C=C1)Cl)Cl (3-(2-chloroethoxy)-1-(3,4-dichlorophenyl)-5-methyl-1H-pyrazole), N1(CCNCC1)C(=O)OCC (ethyl piperazine-1-carboxylate), C(=O)([O-])[O-].[K+].[K+] (K2CO3), [Na+].[I-] (NaI). The solvent is CN(C=O)C (dimethylformamide). Reaction conditions: temperature 85 celsius. Product: ClC=1C=C(C=CC1Cl)N1N=C(C=C1C)OCCN1CCN(CC1)C(=O)OCC (ethyl 4-{2-[1-(3,4-dichlorophenyl)-5-methyl-1H-pyrazol-3-yloxy]ethyl}piperazine carboxylate). Yield: 24.8%. RXN SMILES: Cl[CH2:2][CH2:3][O:4][C:5]1[CH:9]=[C:8]([CH3:10])[N:7]([C:11]2[CH:16]=[CH:15][C:14]([Cl:17])=[C:13]([Cl:18])[CH:12]=2)[N:6]=1.[N:19]1([C:25]([O:27][CH2:28][CH3:29])=[O:26])[CH2:24][CH2:23][NH:22][CH2:21][CH2:20]1.C([O-])([O-])=O.[K+].[K+].[Na+].[I-]>CN(C)C=O>[Cl:18][C:13]1[CH:12]=[C:11]([N:7]2[C:8]([CH3:10])=[CH:9][C:5]([O:4][CH2:3][CH2:2][N:22]3[CH2:21][CH2:20][N:19]([C:25]([O:27][CH2:28][CH3:29])=[O:26])[CH2:24][CH2:23]3)=[N:6]2)[CH:16]=[CH:15][C:14]=1[Cl:17] |f:2.3.4,5.6|. Procedure: A mixture of 3-(2-chloroethoxy)-1-(3,4-dichlorophenyl)-5-methyl-1H-pyrazole (0.2 g, 0.65 mmol), ethyl piperazine-1-carboxylate (0.113 g, 0.72 mmol), K2CO3 (270 mg, 1.96 mmol) and NaI (98 mg, 0.65 mmol) in dry dimethylformamide (6 ml) was warmed overnight at 85° C., and then an additionally 16 hrs at 95° C., in a dry nitrogen atmosphere. Solvents were evaporated in vacuo and the crude residue partitioned in water/ethyle acetate. The combined organic extracts were washed with water, dried on Na2SO... Starting materials: O=C(NC1CCC(OCC(Br)=Cc2ccccc2)CC1)OCc1ccccc1, Cc1ccccc1B(O)O. Yields the product Cc1ccccc1C(=Cc1ccccc1)COC1CCC(NC(=O)OCc2ccccc2)CC1. RXN SMILES: [CH2:1]([c:2]1[cH:3][cH:4][cH:5][cH:6][cH:7]1)[O:8][C:9]([NH:10][CH:11]1[CH2:12][CH2:13][CH:14]([O:17][CH2:18][C:19](=[CH:20][c:21]2[cH:22][cH:23][cH:24][cH:25][cH:26]2)[Br:27])[CH2:15][CH2:16]1)=[O:28].[CH3:29][c:30]1[c:31]([B:36]([OH:37])[OH:38])[cH:32][cH:33][cH:34][cH:35]1>>[CH2:1]([c:2]1[cH:3][cH:4][cH:5][cH:6][cH:7]1)[O:8][C:9]([NH:10][CH:11]1[CH2:12][CH2:13][CH:14]([O:17][CH2:18][C:19](=[CH:20][c:21]2[cH:22][cH:23][cH:24][cH:25][cH:26]2)[c:31]2[c:30]([CH3:29])[cH:35][cH:34][cH:33][cH:32]2)[CH2:15][CH2:16]1)=[O:28]. Starting materials: CCO, O=[N+]([O-])c1cc(I)cc(I)c1, [Na+], [OH-]. The product is Nc1cc(I)cc(I)c1. As a reaction SMILES: [CH3:14][CH2:15][OH:16].[I:1][c:2]1[cH:3][c:4]([I:11])[cH:5][c:6]([N+:8]([O-:9])=[O:10])[cH:7]1.[Na+:13].[OH-:12]>>[I:1][c:2]1[cH:3][c:4]([I:11])[cH:5][c:6]([NH2:8])[cH:7]1. Reactants: CNCC1=NC2=CC=CC=C2C=C1 (2-(Methylaminomethyl)quinoline), [N+](=O)([O-])C1=CC=C(OC[C@@H]2OC2)C=C1 ((R)-(-)-2-[(4-nitrophenoxy)methyl]oxirane). Run in C(C)#N (acetonitrile), C(C)#N (acetonitrile). Conditions: temperature 60 celsius, time 18 hour. The product is CN(C[C@H](COC1=CC=C(C=C1)[N+](=O)[O-])O)CC1=NC2=CC=CC=C2C=C1 ((R)-1-[Methyl(2-quinolinylmethyl)amino]-3-(4-nitrophenoxy)-2-propanol). As a reaction SMILES: [CH3:1][NH:2][CH2:3][C:4]1[CH:13]=[CH:12][C:11]2[C:6](=[CH:7][CH:8]=[CH:9][CH:10]=2)[N:5]=1.[N+:14]([C:17]1[CH:27]=[CH:26][C:20]([O:21][CH2:22][C@H:23]2[CH2:25][O:24]2)=[CH:19][CH:18]=1)([O-:16])=[O:15]>C(#N)C>[CH3:1][N:2]([CH2:3][C:4]1[CH:13]=[CH:12][C:11]2[C:6](=[CH:7][CH:8]=[CH:9][CH:10]=2)[N:5]=1)[CH2:25][C@@H:23]([OH:24])[CH2:22][O:21][C:20]1[CH:19]=[CH:18][C:17]([N+:14]([O-:16])=[O:15])=[CH:27][CH:26]=1. Procedure: 2-(Methylaminomethyl)quinoline (5.57 g, 32.41 mmol) in acetonitrile (30 mL) was added to a stirring solution of (R)-(-)-2-[(4-nitrophenoxy)methyl]oxirane (6.32 g, 32.41 mmol) in acetonitrile (90 mL) and the mixture was stirred 18 hours at 60° C., then 48 hours at 20° C. The solvent was removed in vacuo, and the residue was partitioned between ethyl acetate/brine. The organic layer was dried, decolorized, and concentrated to afford crude product which was used directly in the next step. Starting materials: C(CCCC)[Si]1(CCC(CC1)C1C=CC(CC1)=O)C1=CC=CC=C1 (4-(4-n-pentyl-4-phenyl-4-silacyclohexyl)-2-cyclohexenone), FC1=CC=C(C=C1)[Li] (4-fluorophenyllithium). Product: C(CCCC)[Si]1(CCC(CC1)C1=CC=C(CC1)C1=CC=C(C=C1)F)C1=CC=CC=C1 (1-(4-n-pentyl-4-phenyl-4-silacyclohexyl)-4-(4-fluorophenyl)-1,3-cyclohexadiene). The yield is 74.0%. RXN SMILES: [CH2:1]([Si:6]1([C:19]2[CH:24]=[CH:23][CH:22]=[CH:21][CH:20]=2)[CH2:11][CH2:10][CH:9]([CH:12]2[CH2:17][CH2:16][C:15](=O)[CH:14]=[CH:13]2)[CH2:8][CH2:7]1)[CH2:2][CH2:3][CH2:4][CH3:5].[F:25][C:26]1[CH:31]=[CH:30][C:29]([Li])=[CH:28][CH:27]=1>>[CH2:1]([Si:6]1([C:19]2[CH:24]=[CH:23][CH:22]=[CH:21][CH:20]=2)[CH2:11][CH2:10][CH:9]([C:12]2[CH2:17][CH2:16][C:15]([C:29]3[CH:30]=[CH:31][C:26]([F:25])=[CH:27][CH:28]=3)=[CH:14][CH:13]=2)[CH2:8][CH2:7]1)[CH2:2][CH2:3][CH2:4][CH3:5]. Procedure details: In the same manner as in Example 1, 50.0 g of 4-(4-n-pentyl-4-phenyl-4-silacyclohexyl)-2-cyclohexenone was subjected to coupling reaction with 4-fluorophenyllithium, followed by dehydration reaction in the presence of an acid catalyst to obtain 45.5 g of 1-(4-n-pentyl-4-phenyl-4-silacyclohexyl)-4-(4-fluorophenyl)-1,3-cyclohexadiene (yield: 74%). The results of IR analysis of the compound are shown below. Starting materials: [Br-], [Br-], [Br-], O=C(Cc1ccc(Cl)cc1)C1(c2ccc(Cl)c(Cl)c2)CCC1, C1CCOC1, C[N+](C)(C)c1ccccc1, C[N+](C)(C)c1ccccc1, C[N+](C)(C)c1ccccc1. The product is O=C(C(Br)c1ccc(Cl)cc1)C1(c2ccc(Cl)c(Cl)c2)CCC1. RXN SMILES: [Br-:1].[Br-:2].[Br-:3].[Cl:34][c:35]1[cH:36][cH:37][c:38]([CH2:41][C:42](=[O:43])[C:44]2([c:48]3[cH:49][c:50]([Cl:55])[c:51]([Cl:54])[cH:52][cH:53]3)[CH2:45][CH2:46][CH2:47]2)[cH:39][cH:40]1.[O:56]1[CH2:57][CH2:58][CH2:59][CH2:60]1.[c:14]1([N+:15]([CH3:16])([CH3:17])[CH3:18])[cH:19][cH:20][cH:21][cH:22][cH:23]1.[c:24]1([N+:25]([CH3:26])([CH3:27])[CH3:28])[cH:29][cH:30][cH:31][cH:32][cH:33]1.[c:4]1([N+:5]([CH3:6])([CH3:7])[CH3:8])[cH:9][cH:10][cH:11][cH:12][cH:13]1>>[Br:1][CH:41]([c:38]1[cH:37][cH:36][c:35]([Cl:34])[cH:40][cH:39]1)[C:42](=[O:43])[C:44]1([c:48]2[cH:49][c:50]([Cl:55])[c:51]([Cl:54])[cH:52][cH:53]2)[CH2:45][CH2:46][CH2:47]1. The reactants are ClCC(=O)N1C(CC(CC1C)C)C (1-(α-Chloroacetyl)-2,4,6-trimethylpiperidine), [S-]C#N.[K+] (potassium thiocyanate), [I-].[Na+] (sodium iodide), C(C)O (ethanol). Solvent: C1=CC=CC=C1 (benzene). Product: S(C#N)CC(=O)N1C(CC(CC1C)C)C (1-(α-thiocyanoacetyl)-2,4,6-trimethylpiperidine). Reaction SMILES: Cl[CH2:2][C:3]([N:5]1[CH:10]([CH3:11])[CH2:9][CH:8]([CH3:12])[CH2:7][CH:6]1[CH3:13])=[O:4].[S-:14][C:15]#[N:16].[K+].[I-].[Na+].C(O)C>C1C=CC=CC=1>[S:14]([CH2:2][C:3]([N:5]1[CH:10]([CH3:11])[CH2:9][CH:8]([CH3:12])[CH2:7][CH:6]1[CH3:13])=[O:4])[C:15]#[N:16] |f:1.2,3.4|. Reported procedure: 1-(α-Chloroacetyl)-2,4,6-trimethylpiperidine (18 grams; 0.9 mol), potassium thiocyanate (18 grams; 0.2 mol), sodium iodide (a few crystals) and ethanol (100 ml) were charged into a glass reaction flask equipped with a mechanical stirrer and reflux condenser. The reaction mixture was heated at reflux for a period of about 3 hours. After this time the mixture was cooled and filtered. The filtrate was evaporated leaving a solid product. The solid was then extracted with two 150 ml portions of hot b... The reactants are COC(Cc1cnc(NC(=O)OCc2ccccc2)cn1)OC, CO, [H][H]. The product is COC(Cc1cnc(N)cn1)OC. Reaction SMILES: [CH2:1]([O:2][C:3](=[O:4])[NH:10][c:11]1[n:12][cH:13][c:14]([CH2:17][CH:18]([O:19][CH3:20])[O:21][CH3:22])[n:15][cH:16]1)[c:5]1[cH:6][cH:7][cH:8][cH:9][cH:23]1.[CH3:26][OH:27].[H:24][H:25]>>[NH2:10][c:11]1[n:12][cH:13][c:14]([CH2:17][CH:18]([O:19][CH3:20])[O:21][CH3:22])[n:15][cH:16]1.